From a dataset of the Open Reaction Database (ORD), a public repository of structured organic reaction records. describe an organic reaction: reactants, conditions, products, and yield The reactants are S1C=NC=C1C=O (thiazole-5-carbaldehyde), C(C)N (ethylamine). Run in C1CCOC1 (THF). Product: C(C)NCC1=CN=CS1 (ethyl-thiazol-5-ylmethyl-amine). RXN SMILES: [S:1]1[C:5]([CH:6]=O)=[CH:4][N:3]=[CH:2]1.[CH2:8]([NH2:10])[CH3:9]>C1COCC1>[CH2:8]([NH:10][CH2:6][C:5]1[S:1][CH:2]=[N:3][CH:4]=1)[CH3:9]. Reported procedure: prepared by reaction of the commercially available thiazole-5-carbaldehyde with 2M ethylamine in THF. Reactants: Cn1ccc(NC(=O)c2cc(OCc3ccccc3)cc(OCc3ccccc3)c2)n1, CCO, O=C[O-], [NH4+]. Product: Cn1ccc(NC(=O)c2cc(O)cc(OCc3ccccc3)c2)n1. RXN SMILES: [CH3:1][n:2]1[n:3][c:4]([NH:7][C:8]([c:9]2[cH:10][c:11]([O:23][CH2:24][c:25]3[cH:26][cH:27][cH:28][cH:29][cH:30]3)[cH:12][c:13]([O:15][CH2:16][c:17]3[cH:18][cH:19][cH:20][cH:21][cH:22]3)[cH:14]2)=[O:31])[cH:5][cH:6]1.[CH3:36][CH2:37][OH:38].[CH:32]([O-:33])=[O:34].[NH4+:35]>>[CH3:1][n:2]1[n:3][c:4]([NH:7][C:8]([c:9]2[cH:10][c:11]([O:23][CH2:24][c:25]3[cH:26][cH:27][cH:28][cH:29][cH:30]3)[cH:12][c:13]([OH:15])[cH:14]2)=[O:31])[cH:5][cH:6]1. Reactants: C([O-])([O-])=O.[K+].[K+] (potassium carbonate), C(C)I (ethyl iodide), FC=1C(=C(NC(C(F)(F)F)=O)C=CC1F)OC (3,4-difluoro-2-methoxy-N-(trifluoroacetyl)aniline). Run in CN(C=O)C (dimethylformamide). Conditions: temperature 70 celsius, time 5 hour. The product is FC=1C(=C(N(C(C(F)(F)F)=O)CC)C=CC1F)OC (3,4-difluoro-N-ethyl-2-methoxy-N-(trifluoroacetyl)aniline). The yield is 99.4%. RXN SMILES: C(=O)([O-])[O-].[K+].[K+].[CH2:7](I)[CH3:8].[F:10][C:11]1[C:12]([O:25][CH3:26])=[C:13]([CH:21]=[CH:22][C:23]=1[F:24])[NH:14][C:15](=[O:20])[C:16]([F:19])([F:18])[F:17]>CN(C)C=O>[F:10][C:11]1[C:12]([O:25][CH3:26])=[C:13]([CH:21]=[CH:22][C:23]=1[F:24])[N:14]([CH2:7][CH3:8])[C:15](=[O:20])[C:16]([F:19])([F:18])[F:17] |f:0.1.2|. Procedure details: 5.66 g (0.041 mole) of potassium carbonate and 6.39 g (0.041 mole) of ethyl iodide were added to a solution of 7.0 g (0.027 mole) of 3,4-difluoro-2-methoxy-N-(trifluoroacetyl)aniline (XI) [prepared as described in Preparation 15 (C1)] dissolved in 130 ml of dimethylformamide. The mixture was then stirred at 70° C. for 5 hours, after which the solvent was distilled off under reduced pressure. The residue was extracted with ethyl acetate, and then subjected to column chromatography through silica ... The reactants are ClC1=C(C=C(C(=O)O)C=C1)S(=O)O (4-chloro-3-sulfinobenzoic acid), C([O-])([O-])=O.[K+].[K+] (potassium carbonate), CN(C=O)C (N,N-dimethylformamide), CI (Methyl iodide). The solvent is O (water). Run at time 4 hour. The product is COC(C1=CC(=C(C=C1)Cl)S(=O)(=O)C)=O (methyl-4-chloro-3-(methylsulfonyl)benzoate). As a reaction SMILES: [Cl:1][C:2]1[CH:10]=[CH:9][C:5](C(O)=O)=[CH:4][C:3]=1[S:11]([OH:13])=[O:12].[C:14](=[O:17])([O-])[O-].[K+].[K+].CN(C)[CH:22]=[O:23].[CH3:25]I>O>[CH3:14][O:17][C:22](=[O:23])[C:5]1[CH:9]=[CH:10][C:2]([Cl:1])=[C:3]([S:11]([CH3:25])(=[O:12])=[O:13])[CH:4]=1 |f:1.2.3|. Procedure: A round bottom flask was charged with 4-chloro-3-sulfinobenzoic acid (12 g, 54.0 mmol), potassium carbonate (15.4 g, 109 mmol) and N,N-dimethylformamide (170 mL). Methyl iodide (16.1 mL, 218 mmol) was added slowly and the reaction was stirred for 4 hours. The reaction mixture was then diluted with water and extracted with EtOAc. The combined organic layers were concentrated under reduced pressure to get the intermediate methyl-4-chloro-3-(methylsulfonyl)benzoate as an off white solid. This was d... Starting materials: CC(O)CCCCn1cnc2c1c(=O)n(C)c(=O)n2C, CCOCC, C=CCCCCn1cnc2c1c(=O)n(C)c(=O)n2C, Cc1ccccc1, Cc1ccc(S(=O)(=O)O)cc1. The product is CC=CCCCn1cnc2c1c(=O)n(C)c(=O)n2C. As a reaction SMILES: [CH3:1][n:2]1[c:3](=[O:4])[n:5]([CH3:20])[c:6]2[n:7][cH:8][n:9]([CH2:13][CH2:14][CH2:15][CH2:16][CH:17]([CH3:18])[OH:19])[c:10]2[c:11]1=[O:12].[CH3:32][CH2:33][O:34][CH2:35][CH3:36].[CH3:37][n:38]1[c:39](=[O:40])[c:41]2[n:42]([CH2:43][CH2:44][CH2:45][CH2:46][CH:47]=[CH2:48])[cH:49][n:50][c:51]2[n:52]([CH3:53])[c:54]1=[O:55].[CH3:56][c:57]1[cH:58][cH:59][cH:60][cH:61][cH:62]1.[c:21]1([CH3:22])[cH:23][cH:24][c:25]([S:26]([OH:27])(=[O:28])=[O:29])[cH:30][cH:31]1>>[CH3:1][n:2]1[c:3](=[O:4])[n:5]([CH3:20])[c:6]2[n:7][cH:8][n:9]([CH2:13][CH2:14][CH2:15][CH:16]=[CH:17][CH3:18])[c:10]2[c:11]1=[O:12]. The reactants are CC(C)(C)OC(=O)N1CCN(c2cccc(-c3nc4ccccc4[nH]3)c2)CC1, C1CCOC1, CI, Cl, [H-], [Na+], O. The product is Cn1c(-c2cccc(N3CCN(C(=O)OC(C)(C)C)CC3)c2)nc2ccccc21. Reaction SMILES: [C:1]([CH3:2])([CH3:3])([CH3:4])[O:5][C:6](=[O:7])[N:8]1[CH2:9][CH2:10][N:11]([c:14]2[cH:15][c:16](-[c:20]3[n:21][c:22]4[c:23]([nH:24]3)[cH:25][cH:26][cH:27][cH:28]4)[cH:17][cH:18][cH:19]2)[CH2:12][CH2:13]1.[CH2:34]1[O:35][CH2:36][CH2:37][CH2:38]1.[CH3:31][I:32].[ClH:33].[H-:30].[Na+:29].[OH2:39]>>[C:1]([CH3:2])([CH3:3])([CH3:4])[O:5][C:6](=[O:7])[N:8]1[CH2:9][CH2:10][N:11]([c:14]2[cH:15][c:16](-[c:20]3[n:21]([CH3:31])[c:22]4[c:23]([n:24]3)[cH:25][cH:26][cH:27][cH:28]4)[cH:17][cH:18][cH:19]2)[CH2:12][CH2:13]1. Starting materials: Cl (HCl), OB1OCC2=C1C=C(C=C2)NS(=O)(=O)C2=C(C=C(C=C2)[N+](=O)[O-])CCOC (N-(1-hydroxy-1,3-dihydrobenzo[c][1,2]oxaborol-6-yl)-2-(2-methoxyethyl)-4-nitrobenzenesulfonamide). Reagents/catalysts: [Pd] (Pd/C). Solvent: CO (MeOH). Run at time 2 hour. Product: NC1=CC(=C(C=C1)S(=O)(=O)NC=1C=CC2=C(B(OC2)O)C1)CCOC (4-Amino-N-(1-hydroxy-1,3-dihydrobenzo[c][1,2]oxaborol-6-yl)-2-(2-methoxyethyl)benzenesulfonamide). The yield is 33.1%. Reaction SMILES: [OH:1][B:2]1[C:6]2[CH:7]=[C:8]([NH:11][S:12]([C:15]3[CH:20]=[CH:19][C:18]([N+:21]([O-])=O)=[CH:17][C:16]=3[CH2:24][CH2:25][O:26][CH3:27])(=[O:14])=[O:13])[CH:9]=[CH:10][C:5]=2[CH2:4][O:3]1.Cl>CO.[Pd]>[NH2:21][C:18]1[CH:19]=[CH:20][C:15]([S:12]([NH:11][C:8]2[CH:9]=[CH:10][C:5]3[CH2:4][O:3][B:2]([OH:1])[C:6]=3[CH:7]=2)(=[O:13])=[O:14])=[C:16]([CH2:24][CH2:25][O:26][CH3:27])[CH:17]=1. Procedure details: A mixture of N-(1-hydroxy-1,3-dihydrobenzo[c][1,2]oxaborol-6-yl)-2-(2-methoxyethyl)-4-nitrobenzenesulfonamide (1 g, crude, 2.5 mmol) and Pd/C (0.2 g, 10%) in MeOH (50 mL) was stirred under 50 PSI H2 at room temperature for 2 hrs. The mixture was filtered and the filtrate was concentrated. The residue was purified by prep-HPLC (column: Luna 300×50.0 mm, 10 um; liquid phase: [A-H2O+0.05% TFA; B-MeCN] B %: 5%-35%, 23 min), concentrated, acidified with HCl and freeze-dried to give the title compound... Starting materials: C1CCOC1, O=[N+]([O-])c1cn2c(n1)OC(CO)CC2, Oc1ccc(I)cc1, c1ccc(P(c2ccccc2)c2ccccc2)cc1. Yields the product O=[N+]([O-])c1cn2c(n1)OC(COc1ccc(I)cc1)CC2. Reaction SMILES: [CH2:42]1[O:43][CH2:44][CH2:45][CH2:46]1.[N+:1](=[O:2])([O-:3])[c:4]1[n:5][c:6]2[n:11]([cH:12]1)[CH2:10][CH2:9][CH:8]([CH2:13][OH:14])[O:7]2.[OH:34][c:35]1[cH:36][cH:37][c:38]([I:39])[cH:40][cH:41]1.[c:15]1([P:16]([c:17]2[cH:18][cH:19][cH:20][cH:21][cH:22]2)[c:23]2[cH:24][cH:25][cH:26][cH:27][cH:28]2)[cH:29][cH:30][cH:31][cH:32][cH:33]1>>[N+:1](=[O:2])([O-:3])[c:4]1[n:5][c:6]2[n:11]([cH:12]1)[CH2:10][CH2:9][CH:8]([CH2:13][O:14][c:35]1[cH:36][cH:37][c:38]([I:39])[cH:40][cH:41]1)[O:7]2. Reactants: C1CCOC1, COC(=O)c1ccc(OC)c2c1OCCCO2, [Na+], [OH-]. Yields the product COc1ccc(C(=O)O)c2c1OCCCO2. Reaction SMILES: [CH2:20]1[O:21][CH2:22][CH2:23][CH2:24]1.[CH3:3][O:4][c:5]1[cH:6][cH:7][c:8]([C:16](=[O:17])[O:18][CH3:19])[c:9]2[c:10]1[O:11][CH2:12][CH2:13][CH2:14][O:15]2.[Na+:2].[OH-:1]>>[CH3:3][O:4][c:5]1[cH:6][cH:7][c:8]([C:16](=[O:17])[OH:18])[c:9]2[c:10]1[O:11][CH2:12][CH2:13][CH2:14][O:15]2.